This data is from the Open Reaction Database (ORD), a public repository of structured organic reaction records. The task is: describe an organic reaction: reactants, conditions, products, and yield The reactants are cuprous iodide, C[Si](C)(C)C#C (trimethylsilylacetylene), C(Cl)Cl (methylene chloride), CC1(CCNC2=CC=C(C=C12)Br)C (4,4-dimethyl-6-bromo-1,2,3,4-tetrahydroquinoline), CC1(CCNC2=CC=C(C=C12)Br)C (4,4-dimethyl-6-bromo-1,2,3,4-tetrahydroquinoline). Reagents/catalysts: [Pd](Cl)Cl.C1(=CC=CC=C1)P(C1=CC=CC=C1)C1=CC=CC=C1.C1(=CC=CC=C1)P(C1=CC=CC=C1)C1=CC=CC=C1 (bis(triphenylphosphine) palladium (II) chloride). Run in C(C)N(CC)CC (triethylamine). Conditions: temperature 50 celsius, time 48 hour. Product: CC1(CCNC2=CC=C(C=C12)C#C[Si](C)(C)C)C (4,4-Dimethyl-6-trimethylsilylethynyl-1,2,3,4-tetrahydroquinoline). As a reaction SMILES: [CH3:1][C:2]1([CH3:13])[C:11]2[C:6](=[CH:7][CH:8]=[C:9](Br)[CH:10]=2)[NH:5][CH2:4][CH2:3]1.[CH3:14][Si:15]([C:18]#[CH:19])([CH3:17])[CH3:16].C(Cl)Cl>C(N(CC)CC)C.[Pd](Cl)Cl.C1(P(C2C=CC=CC=2)C2C=CC=CC=2)C=CC=CC=1.C1(P(C2C=CC=CC=2)C2C=CC=CC=2)C=CC=CC=1>[CH3:1][C:2]1([CH3:13])[C:11]2[C:6](=[CH:7][CH:8]=[C:9]([C:19]#[C:18][Si:15]([CH3:17])([CH3:16])[CH3:14])[CH:10]=2)[NH:5][CH2:4][CH2:3]1 |f:4.5.6|. Reported procedure: A solution of 1.608 g (6.7 mmol) of 4,4-dimethyl-6-bromo-1,2,3,4-tetrahydroquinoline (Compound 94) in 1.5 ml of triethylamine in a heavy-walled tube was degassed under argon and then treated with 75 mg (0.39 mmol) of cuprous iodide and 150 mg (0.21 mmol) of bis(triphenylphosphine) palladium (II) chloride. The mixture was degassed again under argon, treated with 2.09 g (21.2 mmol) of trimethylsilylacetylene and the tube was sealed. The mixture was heated at 50 degrees C. for 48 h. After cooling t...